The task is: describe an organic reaction: reactants, conditions, products, and yield. This data is from the Open Reaction Database (ORD), a public repository of structured organic reaction records. The reactants are CC(C)(C)O, COC(=O)CCCc1cccc(Br)c1, [Cl-], [NH4+], C1CCOC1. The product is CC(C)(C)OC(=O)CCCc1cccc(Br)c1. RXN SMILES: [CH3:1][C:2]([CH3:3])([CH3:4])[OH:5].[CH3:6][O:7][C:8]([CH2:9][CH2:10][CH2:11][c:12]1[cH:13][c:14]([Br:18])[cH:15][cH:16][cH:17]1)=[O:19].[Cl-:20].[NH4+:21].[O:22]1[CH2:23][CH2:24][CH2:25][CH2:26]1>>[CH3:1][C:2]([CH3:3])([CH3:4])[O:5][C:8](=[O:7])[CH2:9][CH2:10][CH2:11][c:12]1[cH:13][c:14]([Br:18])[cH:15][cH:16][cH:17]1. Starting materials: N(N)C1=CC(=NC(=N1)C)[C@H]1[C@@H](C1)C1=NC2=C(N1C)C=CC=C2 (2-((1R,2R)-2-(6-hydrazinyl-2-methylpyrimidin-4-yl)cyclopropyl)-1-methyl-1H-benzo[d]imidazole), CN(C(C)=NC(COC)=O)C (N-(1-(dimethylamino)ethylidene)-2-methoxyacetamide). Solvent: C(C)(=O)O (acetic acid), C(C)(=O)O (acetic acid). Yields the product COCC1=NC(=NN1C1=CC(=NC(=N1)C)[C@H]1[C@@H](C1)C1=NC2=C(N1C)C=CC=C2)C (2-((1R,2R)-2-(6-(5-(methoxymethyl)-3-methyl-1H-1,2,4-triazol-1-yl)-2-methylpyrimidin-4-yl)cyclopropyl)-1-methyl-1H-benzo[d]imidazole). As a reaction SMILES: [NH:1]([C:3]1[N:8]=[C:7]([CH3:9])[N:6]=[C:5]([C@@H:10]2[CH2:12][C@H:11]2[C:13]2[N:17]([CH3:18])[C:16]3[CH:19]=[CH:20][CH:21]=[CH:22][C:15]=3[N:14]=2)[CH:4]=1)[NH2:2].CN(C)[C:25](=[N:27][C:28](=O)[CH2:29][O:30][CH3:31])[CH3:26]>C(O)(=O)C>[CH3:31][O:30][CH2:29][C:28]1[N:1]([C:3]2[N:8]=[C:7]([CH3:9])[N:6]=[C:5]([C@@H:10]3[CH2:12][C@H:11]3[C:13]3[N:17]([CH3:18])[C:16]4[CH:19]=[CH:20][CH:21]=[CH:22][C:15]=4[N:14]=3)[CH:4]=2)[N:2]=[C:25]([CH3:26])[N:27]=1. Reported procedure: A solution of 2-((1R,2R)-2-(6-hydrazinyl-2-methylpyrimidin-4-yl)cyclopropyl)-1-methyl-1H-benzo[d]imidazole (4-7, 25.0 mg, 0.0850 mmol, 1.0 eq) in acetic acid (3 mL) was added to a round bottom flask containing N-(1-(dimethylamino)ethylidene)-2-methoxyacetamide (200 mg, 1.26 mmol, 14.9 eq; prepared according to procedure 2-1). The acetic acid solution was heated at 100° C. for 30 minutes, allowed to cool to room temperature and concentrated to dryness. The residue was partitioned between saturate... Reactants: C(C)(C)(C)OC(=O)N1C(O[C@@H]([C@@H]1C1=CC=CC=C1)C=C)(C)C ((4S,5R)-2,2-Dimethyl-4-phenyl-5-vinyl-oxazolidine-3-carboxylic acid t-butyl ester), [OH-].[Na+] (sodium hydroxide), [OH-].[K+] (potassium hydroxide), C([O-])([O-])=O.[Na+].[Na+] (sodium carbonate), C([O-])(O)=O.[Na+] (sodium bicarbonate), alkali metal periodate, I(=O)(=O)(=O)[O-].[Na+] (sodium metaperiodate). Reagents/catalysts: [Ru] (ruthenium), [Ru](Cl)(Cl)Cl (ruthenium trichloride). Solvent: O (water), C(Cl)(Cl)(Cl)Cl (Carbon tetrachloride). Reaction conditions: temperature 12.5 celsius, time 15 minute. Yields the product C(C)(C)(C)OC(=O)N1C(O[C@@H]([C@@H]1C1=CC=CC=C1)CC(=O)O)(C)C ((4S,5R)-5-carboxymethyl-2,2-dimethyl-4-phenyl-oxazolidine-3-carboxylic acid t-butyl ester). As a reaction SMILES: [C:1]([O:5][C:6]([N:8]1[C@@H:12]([C:13]2[CH:18]=[CH:17][CH:16]=[CH:15][CH:14]=2)[C@@H:11]([CH:19]=[CH2:20])[O:10][C:9]1([CH3:22])[CH3:21])=[O:7])([CH3:4])([CH3:3])[CH3:2].[OH-:23].[Na+].[OH-:25].[K+].C(=O)([O-])[O-].[Na+].[Na+].C(=O)(O)[O-].[Na+].I([O-])(=O)(=O)=O.[Na+]>[Ru].[Ru](Cl)(Cl)Cl.O.C(Cl)(Cl)(Cl)Cl>[C:1]([O:5][C:6]([N:8]1[C@@H:12]([C:13]2[CH:18]=[CH:17][CH:16]=[CH:15][CH:14]=2)[C@@H:11]([CH2:19][C:20]([OH:25])=[O:23])[O:10][C:9]1([CH3:22])[CH3:21])=[O:7])([CH3:4])([CH3:3])[CH3:2] |f:1.2,3.4,5.6.7,8.9,10.11|. Procedure details: (4S,5R)-2,2-Dimethyl-4-phenyl-5-vinyl-oxazolidine-3-carboxylic acid t-butyl ester is dissolved in a polar solvent. Carbon tetrachloride and water are added, followed by the addition of a base such as sodium hydroxide, potassium hydroxide, sodium carbonate, or sodium bicarbonate, at a temperature in the range of about 10-50° C. The reaction mixture is stirred for about 10 to 20 minutes and an alkali metal periodate, such as sodium metaperiodate, is added in small portions to the reaction mixture,... Reactants: CCCCC12CCC(=O)C=C1c1ccc(NC(C)=O)cc1C2, CO, CCOC(C)=O, Cl, [Na+], O=C([O-])O. The product is CCCCC12CCC(=O)C=C1c1ccc(N)cc1C2. RXN SMILES: [C:1](=[O:2])([CH3:3])[NH:4][c:5]1[cH:6][cH:7][c:8]2[c:16]([cH:17]1)[CH2:15][C:14]1([CH2:18][CH2:19][CH2:20][CH3:21])[C:9]2=[CH:10][C:11](=[O:22])[CH2:12][CH2:13]1.[CH3:28][OH:29].[CH3:31][CH2:32][O:33][C:34]([CH3:35])=[O:36].[ClH:30].[Na+:27].[O-:23][C:24]([OH:25])=[O:26]>>[NH2:4][c:5]1[cH:6][cH:7][c:8]2[c:16]([cH:17]1)[CH2:15][C:14]1([CH2:18][CH2:19][CH2:20][CH3:21])[C:9]2=[CH:10][C:11](=[O:22])[CH2:12][CH2:13]1. The reactants are FC(C=1C=C(C=C(C1)C(F)(F)F)[C@@H]1[C@@H](N(C(S1)=O)CC1=C(C=CC(=C1)C(F)(F)F)Br)C)(F)F ((4S,5R)-5-(3,5-bis(trifluoromethyl)phenyl)-3-(2-bromo-5-(trifluoromethyl)benzyl)-4-methylthiazolidin-2-one), [O-]P(=O)([O-])[O-].[K+].[K+].[K+] (potassium phosphate tribasic), C(C)(C)(C)OC(=O)C1=CC(=C(C=C1)C1=CC(=C(C=C1)OC)B(O)O)C ((4′-(tert-butoxycarbonyl)-4-methoxy-2′-methyl-[1,1′-biphenyl]-3-yl)boronic acid). The reagents and catalysts are CC(C)C1=CC(=C(C(=C1)C(C)C)C2=CC(=CC=C2)P(C3CCCCC3)C4CCCCC4)C(C)C.C1=CC=C([C-]=C1)C2=CC=CC=C2N.Cl[Pd+] (chloro(2-dicyclohexylphosphino-2′,4′,6′-triisopropyl-1,1′-biphenyl)[2-(2′-amino-1,1′-biphenyl)]palladium(II)). Solvent: CN(C(C)=O)C (N,N-Dimethylacetamide), CCOC(=O)C (EtOAc), CCCCCC (hexane). Conditions: temperature 80 celsius, time 1 hour. Product: FC(C=1C=C(C=C(C1)C(F)(F)F)[C@@H]1[C@@H](N(C(S1)=O)CC1=C(C=CC(=C1)C(F)(F)F)C=1C=C(C=CC1OC)C1=C(C=C(C=C1)C(=O)O)C)C)(F)F (2″-(((4S,5R)-5-(3,5-bis(trifluoromethyl)phenyl)-4-methyl-2-oxothiazolidin-3-yl)methyl)-4′-methoxy-2-methyl-4″-(trifluoromethyl)-[1,1′:3′,1″-terphenyl]-4-carboxylic acid). As a reaction SMILES: [F:1][C:2]([F:33])([F:32])[C:3]1[CH:4]=[C:5]([C@H:13]2[S:17][C:16](=[O:18])[N:15]([CH2:19][C:20]3[CH:25]=[C:24]([C:26]([F:29])([F:28])[F:27])[CH:23]=[CH:22][C:21]=3Br)[C@H:14]2[CH3:31])[CH:6]=[C:7]([C:9]([F:12])([F:11])[F:10])[CH:8]=1.[O-]P([O-])([O-])=O.[K+].[K+].[K+].C([O:46][C:47]([C:49]1[CH:54]=[CH:53][C:52]([C:55]2[CH:60]=[CH:59][C:58]([O:61][CH3:62])=[C:57](B(O)O)[CH:56]=2)=[C:51]([CH3:66])[CH:50]=1)=[O:48])(C)(C)C>CN(C)C(=O)C.CCOC(C)=O.CCCCCC.CC(C1C=C(C(C)C)C(C2C=CC=C(P(C3CCCCC3)C3CCCCC3)C=2)=C(C(C)C)C=1)C.C1C=[C-]C(C2C(N)=CC=CC=2)=CC=1.Cl[Pd+]>[F:1][C:2]([F:33])([F:32])[C:3]1[CH:4]=[C:5]([C@H:13]2[S:17][C:16](=[O:18])[N:15]([CH2:19][C:20]3[CH:25]=[C:24]([C:26]([F:29])([F:28])[F:27])[CH:23]=[CH:22][C:21]=3[C:57]3[CH:56]=[C:55]([C:52]4[CH:53]=[CH:54][C:49]([C:47]([OH:48])=[O:46])=[CH:50][C:51]=4[CH3:66])[CH:60]=[CH:59][C:58]=3[O:61][CH3:62])[C@H:14]2[CH3:31])[CH:6]=[C:7]([C:9]([F:12])([F:11])[F:10])[CH:8]=1 |f:1.2.3.4,9.10.11|. Procedure details: In a microwave vial was placed (4S,5R)-5-(3,5-bis(trifluoromethyl)phenyl)-3-(2-bromo-5-(trifluoromethyl)benzyl)-4-methylthiazolidin-2-one (20 mg, 0.035 mmol) in N,N-Dimethylacetamide (0.5 ml). The mixture was degassed with N2, then chloro(2-dicyclohexylphosphino-2′,4′,6′-triisopropyl-1,1′-biphenyl)[2-(2′-amino-1,1′-biphenyl)]palladium(II) (2.78 mg, 3.53 μmol) was added, followed by potassium phosphate tribasic (0.035 ml, 0.071 mmol) and then (4′-(tert-butoxycarbonyl)-4-methoxy-2′-methyl-[1,1′-bi... The reactants are CC(C)([O-])C.[K+] (Potassium t-butoxide), C(C)(=O)C1=CC(=C(C=C1)C1=CC=C(C=C1)C(=O)N1C=CC2=CC(=C(C=C12)OCCN(C)C)OC)C (1-(4'-acetyl-2'-methylbiphenyl-4-carbonyl)-6-(2-dimethylaminoethoxy)-5-methoxy-1H-indole), Cl.O(C)N (methoxylamine hydrochloride). Solvent: CO (methanol), CO (methanol). Reaction conditions: time 20 minute. Yields the product CN(CCOC1=C(C=C2C=CN(C2=C1)C(=O)C1=CC=C(C=C1)C1=C(C=C(C=C1)C(C)=NOC)C)OC)C (6-(2-Dimethylaminoethoxy)-5-methoxy-1-(4'-(1-(methoxyimino)ethyl)-2'-methylbiphenyl-4-carbonyl)-1H-indole). Yield: 63.5%. As a reaction SMILES: CC(C)([O-])C.[K+].Cl.[O:8]([NH2:10])[CH3:9].[C:11]([C:14]1[CH:19]=[CH:18][C:17]([C:20]2[CH:25]=[CH:24][C:23]([C:26]([N:28]3[C:36]4[C:31](=[CH:32][C:33]([O:43][CH3:44])=[C:34]([O:37][CH2:38][CH2:39][N:40]([CH3:42])[CH3:41])[CH:35]=4)[CH:30]=[CH:29]3)=[O:27])=[CH:22][CH:21]=2)=[C:16]([CH3:45])[CH:15]=1)(=O)[CH3:12]>CO>[CH3:42][N:40]([CH3:41])[CH2:39][CH2:38][O:37][C:34]1[CH:35]=[C:36]2[C:31]([CH:30]=[CH:29][N:28]2[C:26]([C:23]2[CH:22]=[CH:21][C:20]([C:17]3[CH:18]=[CH:19][C:14]([C:11](=[N:10][O:8][CH3:9])[CH3:12])=[CH:15][C:16]=3[CH3:45])=[CH:25][CH:24]=2)=[O:27])=[CH:32][C:33]=1[O:43][CH3:44] |f:0.1,2.3|. Procedure details: Potassium t-butoxide (0.11 g, 1.0 mmole) was added to methanol (10 ml) with stirring under argon and after 20 minutes at room temp. the solution was treated with methoxylamine hydrochloride (0.11 g, 1.3 mmole). The resulting mixture was stirred at room temp. for 20 minutes, then treated with a solution of 1-(4'-acetyl-2'-methylbiphenyl-4-carbonyl)-6-(2-dimethylaminoethoxy)-5-methoxy-1H-indole (E5, 0.30 g, 0.63 mmole) in methanol (10 ml). The mixture was stirred for 18 h at room temp. followed by... Starting materials: CC(C)(C)OC(NCCOC1=CC=C(C=C1)N)=O (2-(4-Aminophenoxy)ethylcarbamic acid 1,1-dimethylethyl ester), N1=CC=CC=C1 (pyridine), C1(=CC=CC=C1)S(=O)(=O)Cl (benzenesulfonyl chloride). The solvent is C(Cl)Cl (methylene chloride). Conditions: time 8 hour. Product: CC(C)(OC(=O)NCCOC1=CC=C(C=C1)NS(=O)(=O)C1=CC=CC=C1)C (N-[4-[2-[[(1,1-dimethylethoxy)carbonyl]amino]ethoxy]phenyl]benzenesulfonamide). The yield is 50.7%. As a reaction SMILES: [CH3:1][C:2]([O:5][C:6](=[O:18])[NH:7][CH2:8][CH2:9][O:10][C:11]1[CH:16]=[CH:15][C:14]([NH2:17])=[CH:13][CH:12]=1)([CH3:4])[CH3:3].N1C=CC=CC=1.[C:25]1([S:31](Cl)(=[O:33])=[O:32])[CH:30]=[CH:29][CH:28]=[CH:27][CH:26]=1>C(Cl)Cl>[CH3:4][C:2]([CH3:1])([O:5][C:6]([NH:7][CH2:8][CH2:9][O:10][C:11]1[CH:12]=[CH:13][C:14]([NH:17][S:31]([C:25]2[CH:30]=[CH:29][CH:28]=[CH:27][CH:26]=2)(=[O:33])=[O:32])=[CH:15][CH:16]=1)=[O:18])[CH3:3]. Reported procedure: To a solution of 314 mg(1.246 mmole) of t-BOC amine from Example 216 in 10 mL of methylene chloride was added pyridine (147 mg, 1.869 mmol, 1.5 eq) followed by benzenesulfonyl chloride (242 mg, 1.370 mmol, 1.1 eq) at room temperature. The reaction mixture was stirred at room temperature overnight and then partitioned between water and chloroform. The organic layer was separated and washed with 1N hydrochloric acid, water and brine and then dried over anhydrous sodium sulfate. The solution was fi...